Task: describe an organic reaction: reactants, conditions, products, and yield. Dataset: the Open Reaction Database (ORD), a public repository of structured organic reaction records Yields the product ClC1=C(C(=CC(=C1)Cl)Cl)N1N=CC(=C1C)C(=O)OCC (1-(2,4,6-trichlorophenyl)-4-ethoxycarbonyl-5-methyl-1H-pyrazole). The reactants are ClC1=C(C(=CC(=C1)Cl)Cl)NN (2,4,6-trichlorophenylhydrazine), CN(C)C=C(C(=O)OCC)C(=O)C (ethyl 2-dimethylaminomethyleneacetoacetate). Reported procedure: By the method of Example 3, Step C, 25.9 g (0.122 mole) of 2,4,6-trichlorophenylhydrazine and 22.7 g (0.123 mole) of ethyl 2-dimethylaminomethyleneacetoacetate were reacted in ethanol, yielding 1-(2,4,6-trichlorophenyl)-4-ethoxycarbonyl-5-methyl-1H-pyrazole as tan solid; mp 112.5°-113° C. The NMR spectrum was consistent with the proposed structure. Reaction SMILES: [Cl:1][C:2]1[CH:7]=[C:6]([Cl:8])[CH:5]=[C:4]([Cl:9])[C:3]=1[NH:10][NH2:11].CN([CH:15]=[C:16]([C:22]([CH3:24])=O)[C:17]([O:19][CH2:20][CH3:21])=[O:18])C>C(O)C>[Cl:1][C:2]1[CH:7]=[C:6]([Cl:8])[CH:5]=[C:4]([Cl:9])[C:3]=1[N:10]1[C:22]([CH3:24])=[C:16]([C:17]([O:19][CH2:20][CH3:21])=[O:18])[CH:15]=[N:11]1. The solvent is C(C)O (ethanol). Reactants: CC=1C(=C2C=NNC(C2=CC1)=O)[N+](=O)[O-] (6-methyl-5-nitrophthalazin-1(2H)-one). The reagents and catalysts are [Pd] (palladium). The solvent is CCO (EtOH). Reaction conditions: temperature 50 celsius, time 6 day. Product: NC1=C2C=NNC(C2=CC=C1C)=O (5-amino-6-methylphthalazin-1(2H)-one). Yield: 99.1%. Reaction SMILES: [CH3:1][C:2]1[C:3]([N+:13]([O-])=O)=[C:4]2[C:9](=[CH:10][CH:11]=1)[C:8](=[O:12])[NH:7][N:6]=[CH:5]2>CCO.[Pd]>[NH2:13][C:3]1[C:2]([CH3:1])=[CH:11][CH:10]=[C:9]2[C:4]=1[CH:5]=[N:6][NH:7][C:8]2=[O:12]. Reported procedure: To a suspension of 6-methyl-5-nitrophthalazin-1(2H)-one (9.446 g, 46 mmol) in EtOH (1000 ml) charged to a 2000 mL round bottom flask, palladium, 10 wt. % on activated carbon (0.490 g, 0.46 mmol) was added. The reaction mixture was stirred at 50° C. for 6 days under H2 (1 atm). When complete, the reaction mixture was filtered through a small pad of celite, washing with excess EtOH and some DMF. The liquid was then concentrated under vacuum to give 5-amino-6-methylphthalazin-1(2H)-one (7.99 g, 99%... Reactants: CCOC(=O)CCCOc1ccc(CC(C)(C)NCC(O)c2cc(OCc3ccccc3)cc3c2OCC(=O)N3)cc1, CO, Cl, [Na+], [OH-]. Yields the product CC(C)(Cc1ccc(OCCCC(=O)O)cc1)NCC(O)c1cc(OCc2ccccc2)cc2c1OCC(=O)N2. As a reaction SMILES: [CH2:1]([c:2]1[cH:3][cH:4][cH:5][cH:6][cH:7]1)[O:8][c:9]1[cH:10][c:11]([CH:20]([CH2:21][NH:22][C:23]([CH2:24][c:25]2[cH:26][cH:27][c:28]([O:29][CH2:30][CH2:31][CH2:32][C:33](=[O:34])[O:35][CH2:36][CH3:37])[cH:38][cH:39]2)([CH3:40])[CH3:41])[OH:42])[c:12]2[c:13]([cH:19]1)[NH:14][C:15](=[O:18])[CH2:16][O:17]2.[CH3:46][OH:47].[ClH:45].[Na+:44].[OH-:43]>>[CH2:1]([c:2]1[cH:3][cH:4][cH:5][cH:6][cH:7]1)[O:8][c:9]1[cH:10][c:11]([CH:20]([CH2:21][NH:22][C:23]([CH2:24][c:25]2[cH:26][cH:27][c:28]([O:29][CH2:30][CH2:31][CH2:32][C:33](=[O:34])[OH:35])[cH:38][cH:39]2)([CH3:40])[CH3:41])[OH:42])[c:12]2[c:13]([cH:19]1)[NH:14][C:15](=[O:18])[CH2:16][O:17]2. Procedure details: N-((6-Iodobenzo[d][1,3]dioxol-5-yl)methyl)acetamide (2.4 g, 7.5 mmol) was added to methanolic hydrochloric acid solution (4 N) (60 mL). The mixture was stirred at 80° C. overnight. Solvent was removed and the residue was dissolved in water, adjusted to PH7 with 10% NaHCO3, filtered to obtain (6-iodobenzo[d][1,3]dioxol-5-yl)methanamine as a yellow solid (1.76 g, 85%). LC-MS: 278 [M+1]+. 1H-NMR (DMSO-d6): δ 1.88 (s, 2H), 3.57 (s, 2H), 6.02 (s, 2H), 7.13 (s, 1H), 7.33 (s, 1H). Solvent: Cl (hydrochloric acid). The product is IC=1C(=CC2=C(OCO2)C1)CN ((6-iodobenzo[d][1,3]dioxol-5-yl)methanamine). Run at temperature 80 celsius, time 8 hour. As a reaction SMILES: [I:1][C:2]1[C:3]([CH2:11][NH:12]C(=O)C)=[CH:4][C:5]2[O:9][CH2:8][O:7][C:6]=2[CH:10]=1>Cl>[I:1][C:2]1[C:3]([CH2:11][NH2:12])=[CH:4][C:5]2[O:9][CH2:8][O:7][C:6]=2[CH:10]=1. The reactants are IC=1C(=CC2=C(OCO2)C1)CNC(C)=O (N-((6-Iodobenzo[d][1,3]dioxol-5-yl)methyl)acetamide). Isolated yield 84.7%.